This data is from the Open Reaction Database (ORD), a public repository of structured organic reaction records. The task is: describe an organic reaction: reactants, conditions, products, and yield Reactants: C(C)OC(CC=1C=C(C(=CC1)OC)C1=C(C=C(C=C1)C(F)(F)F)CNCC)=O ((2′-ethylaminomethyl-6-methoxy-4′-trifluoromethyl-biphenyl-3-yl)-acetic acid ethyl ester), C(C1=CC=CC=C1)(=O)Cl (benzoyl chloride). Reported procedure: Prepared according to the procedure described in Example 1, Step 6, using the following starting materials: (2′-ethylaminomethyl-6-methoxy-4′-trifluoromethyl-biphenyl-3-yl)-acetic acid ethyl ester and benzoyl chloride. RXN SMILES: [CH2:1]([O:3][C:4](=[O:28])[CH2:5][C:6]1[CH:7]=[C:8]([C:14]2[CH:19]=[CH:18][C:17]([C:20]([F:23])([F:22])[F:21])=[CH:16][C:15]=2[CH2:24][NH:25][CH2:26][CH3:27])[C:9]([O:12][CH3:13])=[CH:10][CH:11]=1)[CH3:2].[C:29](Cl)(=[O:36])[C:30]1[CH:35]=[CH:34][CH:33]=[CH:32][CH:31]=1>>[CH2:1]([O:3][C:4](=[O:28])[CH2:5][C:6]1[CH:7]=[C:8]([C:14]2[CH:19]=[CH:18][C:17]([C:20]([F:23])([F:21])[F:22])=[CH:16][C:15]=2[CH2:24][N:25]([C:29](=[O:36])[C:30]2[CH:35]=[CH:34][CH:33]=[CH:32][CH:31]=2)[CH2:26][CH3:27])[C:9]([O:12][CH3:13])=[CH:10][CH:11]=1)[CH3:2]. The product is C(C)OC(CC=1C=C(C(=CC1)OC)C1=C(C=C(C=C1)C(F)(F)F)CN(CC)C(C1=CC=CC=C1)=O)=O ({2′-[(Benzoyl-ethyl-amino)-methyl]-6-methoxy-4′-trifluoromethyl-biphenyl-3-yl}-acetic acid ethyl ester). Starting materials: C(C)O (ethanol), C(C)(=O)O (acetic acid), [Br-].[Br-].[Br-].[NH+]1=CC=CC=C1.[NH+]1=CC=CC=C1.[NH+]1=CC=CC=C1 (pyridinium tribromide), N1C=CC2=C(C=CC=C12)C=1C=C2C(=NNC2=CC1)N (5-(1H-indol-4-yl)-1H-indazol-3-ylamine). The reagents and catalysts are [Zn] (Zinc). Run in CC(C)(C)O (t-BuOH). Reaction conditions: time 3 hour. Product: NC1=NNC2=CC=C(C=C12)C1=C2CC(NC2=CC=C1)=O (4-(3-amino-1H-indazol-5-yl)-1,3-dihydro-indol-2-one). Yield: 77.0%. RXN SMILES: [NH:1]1[C:9]2[C:4](=[C:5]([C:10]3[CH:11]=[C:12]4[C:16](=[CH:17][CH:18]=3)[NH:15][N:14]=[C:13]4[NH2:19])[CH:6]=[CH:7][CH:8]=2)[CH:3]=[CH:2]1.C([OH:22])C.C(O)(=O)C.[Br-].[Br-].[Br-].[NH+]1C=CC=CC=1.[NH+]1C=CC=CC=1.[NH+]1C=CC=CC=1>CC(O)(C)C.[Zn]>[NH2:19][C:13]1[C:12]2[C:16](=[CH:17][CH:18]=[C:10]([C:5]3[CH:6]=[CH:7][CH:8]=[C:9]4[C:4]=3[CH2:3][C:2](=[O:22])[NH:1]4)[CH:11]=2)[NH:15][N:14]=1 |f:3.4.5.6.7.8|. Procedure: To the suspension of 5-(1H-indol-4-yl)-1H-indazol-3-ylamine (0.82 g, 3.33 mmol) in t-BuOH: ethanol: acetic acid (20.5 mL: 12 mL: 6 mL) was added pyridinium tribromide (3.17 g, 9.9 mmol) portionwise. The mixture was stirred at room temperature for 3 hours, it immediately became a dark pink color. Zinc dust (excess) was added to the reaction mixture portionwise. After stirring for one hour, the unreacted zinc was filtered off and the solvent was removed under reduced pressure. The residue was wash... Product: Nc1nc(OCCC2CC2)nc2c1[nH]c(=O)n2CC1CCOC1. Reactants: CCO, CO, COc1nc2c(N)nc(OCCC3CC3)nc2n1CC1CCOC1, Cl, C1COCCO1, O. Reaction SMILES: [CH3:26][CH2:27][OH:28].[CH3:30][OH:31].[CH:1]1([CH2:4][CH2:5][O:6][c:7]2[n:8][c:9]([NH2:24])[c:10]3[n:11][c:12]([O:22][CH3:23])[n:13]([CH2:16][CH:17]4[CH2:18][O:19][CH2:20][CH2:21]4)[c:14]3[n:15]2)[CH2:2][CH2:3]1.[ClH:25].[O:32]1[CH2:33][CH2:34][O:35][CH2:36][CH2:37]1.[OH2:29]>>[CH:1]1([CH2:4][CH2:5][O:6][c:7]2[n:8][c:9]([NH2:24])[c:10]3[nH:11][c:12](=[O:22])[n:13]([CH2:16][CH:17]4[CH2:18][O:19][CH2:20][CH2:21]4)[c:14]3[n:15]2)[CH2:2][CH2:3]1. Reactants: CN1CC(=O)N(CCc2ccccc2Br)C1=O, OCCc1ccccc1Br, O=C1COCC(=O)N1. Yields the product O=C1COCC(=O)N1CCc1ccccc1Br. RXN SMILES: [Br:19][c:20]1[cH:21][cH:22][cH:23][cH:24][c:25]1[CH2:26][CH2:27][N:28]1[C:29](=[O:30])[CH2:31][N:32]([CH3:33])[C:34]1=[O:35].[Br:1][c:2]1[c:3]([CH2:4][CH2:5][OH:6])[cH:7][cH:8][cH:9][cH:10]1.[O:11]1[CH2:12][C:13](=[O:18])[NH:14][C:15](=[O:17])[CH2:16]1>>[Br:1][c:2]1[c:3]([CH2:4][CH2:5][N:14]2[C:13](=[O:18])[CH2:12][O:11][CH2:16][C:15]2=[O:17])[cH:7][cH:8][cH:9][cH:10]1. Starting materials: C(C)(=O)OC1C(C(N1)=O)CCC (4-acetoxy-3-propylazetidin-2-one), C(C)(=O)OC(C)=O (acetic anhydride). Solvent: N1=CC=CC=C1 (pyridine). Run at time 24 hour. The product is C(C)(=O)N1C(C(C1OC(C)=O)CCC)=O (1-acetyl-4-acetoxy-3-n-propyl-azetidine-2-one). Isolated yield 23.0%. As a reaction SMILES: [C:1]([O:4][CH:5]1[NH:8][C:7](=[O:9])[CH:6]1[CH2:10][CH2:11][CH3:12])(=[O:3])[CH3:2].[C:13](OC(=O)C)(=[O:15])[CH3:14]>N1C=CC=CC=1>[C:13]([N:8]1[CH:5]([O:4][C:1](=[O:3])[CH3:2])[CH:6]([CH2:10][CH2:11][CH3:12])[C:7]1=[O:9])(=[O:15])[CH3:14]. Procedure: A mixture of 56 mg (0.33 mM) 4-acetoxy-3-propylazetidin-2-one, 1 ml acetic anhydride and 1 ml pyridine was stirred at 100° in a sealed tube for 24 hours. After concentrating in vacuo the residue was chromatographed on silica gel in hexane/ethyl acetate, to yield 16 mg (23%) 1-acetyl-4-acetoxy-3-n-propyl-azetidine-2-one. The reactants are C(C)(C)(C)C=1C=C(C=C(C1O)C(C)(C)C)C(CSCC)=O (1-(3,5-di-t-butyl-4-hydroxyphenyl)-2-(ethylsulfanyl)ethanone), C(C)(C)(C)C=1C=C(C=C(C1O)C(C)(C)C)C(CS(=O)(=O)C)=O (1-(3,5,-di-t-butyl-4-hydroxyphenyl)-2-(methylsulfonyl)ethanone). Product: C(C)(C)(C)C=1C=C(C=C(C1O)C(C)(C)C)C(CS(=O)(=O)CC)=O (1-(3,5-di-t-butyl-4-hydroxyphenyl)-2-(ethylsulfonyl)ethanone). As a reaction SMILES: [C:1](C1C=C(C(=O)CSCC)C=C(C(C)(C)C)C=1O)(C)(C)C.[C:22]([C:26]1[CH:27]=[C:28]([C:37](=[O:43])[CH2:38][S:39]([CH3:42])(=[O:41])=[O:40])[CH:29]=[C:30]([C:33]([CH3:36])([CH3:35])[CH3:34])[C:31]=1[OH:32])([CH3:25])([CH3:24])[CH3:23]>>[C:22]([C:26]1[CH:27]=[C:28]([C:37](=[O:43])[CH2:38][S:39]([CH2:42][CH3:1])(=[O:41])=[O:40])[CH:29]=[C:30]([C:33]([CH3:36])([CH3:35])[CH3:34])[C:31]=1[OH:32])([CH3:23])([CH3:24])[CH3:25]. Procedure details: This material is prepared from impure 1-(3,5-di-t-butyl-4-hydroxyphenyl)-2-(ethylsulfanyl)ethanone (following the method of 1-(3,5,-di-t-butyl-4-hydroxyphenyl)-2-(methylsulfonyl)ethanone). Crystallization (of the crude product) from EtOAc/hexanes followed by a second crystallization then a flash chromatography with EtOAc followed by a third crystallization with refrigeration gives white crystals, mp=119.5°-120.5° C. Starting materials: ClCCl, CC(C)Oc1ccc(-c2nc(-c3ccc4c(CCC(=O)OC(C)(C)C)cn(C)c4c3)no2)cc1Cl, O=C(O)C(F)(F)F. Product: CC(C)Oc1ccc(-c2nc(-c3ccc4c(CCC(=O)O)cn(C)c4c3)no2)cc1Cl. RXN SMILES: [Cl:43][CH2:44][Cl:45].[Cl:8][c:9]1[cH:10][c:11](-[c:19]2[n:20][c:21](-[c:24]3[cH:25][cH:26][c:27]4[c:28]([CH2:34][CH2:35][C:36](=[O:37])[O:38][C:39]([CH3:40])([CH3:41])[CH3:42])[cH:29][n:30]([CH3:33])[c:31]4[cH:32]3)[n:22][o:23]2)[cH:12][cH:13][c:14]1[O:15][CH:16]([CH3:17])[CH3:18].[OH:1][C:2]([C:3]([F:4])([F:5])[F:6])=[O:7]>>[Cl:8][c:9]1[cH:10][c:11](-[c:19]2[n:20][c:21](-[c:24]3[cH:25][cH:26][c:27]4[c:28]([CH2:34][CH2:35][C:36](=[O:37])[OH:38])[cH:29][n:30]([CH3:33])[c:31]4[cH:32]3)[n:22][o:23]2)[cH:12][cH:13][c:14]1[O:15][CH:16]([CH3:17])[CH3:18]. Starting materials: N#Cc1ccc(F)c2ccccc12, CCO, Cl. Product: NCc1ccc(F)c2ccccc12, Cl. As a reaction SMILES: [C:1](#[N:2])[c:3]1[cH:4][cH:5][c:6]([F:13])[c:7]2[cH:8][cH:9][cH:10][cH:11][c:12]12.[CH3:15][CH2:16][OH:17].[ClH:14]>>[CH2:1]([NH2:2])[c:3]1[cH:4][cH:5][c:6]([F:13])[c:7]2[cH:8][cH:9][cH:10][cH:11][c:12]12.[ClH:14]. The product is ClC1=C(C=CC(=C1)Cl)C1=CCCCC1 (2,4-Dichloro-1-cyclohex-1-enyl benzene), oil. Reaction conditions: temperature 80 celsius. Run in OO (H2O2). Isolated yield 62.0%. Reaction SMILES: [OH-].[Na+].[Cl:3][C:4]1[CH:9]=[C:8]([Cl:10])[CH:7]=[CH:6][C:5]=1B(O)O>OO>[Cl:3][C:4]1[CH:9]=[C:8]([Cl:10])[CH:7]=[CH:6][C:5]=1[C:4]1[CH2:9][CH2:8][CH2:7][CH2:6][CH:5]=1 |f:0.1|. Reported procedure: A mixture of the crude triflate obtained above (3 g), 2,4-dichloro-benzeneboronic acid (3.2 g, 1.1 eq), 1,1′-bis(diphenylphosphino-ferrocene)PdCl2 (315 mg, 0.025 eq) and K2CO3 (4.2 g, 2 eq), in toluene/acetone/water (26/26/6,5 mL) was heated at 80° C. for 3 h. The mixture was then treated with 1N NaOH (15 mL) and H2O2 30% (10 mL) for 20 min at r.t. to reduce the residual borane. The product was extracted with toluene, washed with brine and dried over anh. Na2SO4. The solids were filtered, the so... The reactants are [OH-].[Na+] (NaOH), ClC1=C(C=CC(=C1)Cl)B(O)O (2,4-dichloro-benzeneboronic acid). Reactants: [C-]#N, Fc1ccc(CBr)c(OCC(F)(F)F)c1, [Na+], CN(C)C=O. Yields the product N#CCc1ccc(F)cc1OCC(F)(F)F. As a reaction SMILES: [C-:16]#[N:17].[F:1][C:2]([CH2:3][O:4][c:5]1[c:6]([CH2:7][Br:8])[cH:9][cH:10][c:11]([F:13])[cH:12]1)([F:14])[F:15].[Na+:18].[O:19]=[CH:20][N:21]([CH3:22])[CH3:23]>>[F:1][C:2]([CH2:3][O:4][c:5]1[c:6]([CH2:7][C:16]#[N:17])[cH:9][cH:10][c:11]([F:13])[cH:12]1)([F:14])[F:15].